From a dataset of the Open Reaction Database (ORD), a public repository of structured organic reaction records. describe an organic reaction: reactants, conditions, products, and yield The reactants are CS(=O)(=O)C1=CC=C(C=C1)C1=C(C2=C(S1)C=C(C=C2)O)OC2=CC=C(C=C2)OCCN2CCCCC2 (2-(4-Methanesulfonyl-phenyl)-3-[4-(2-piperidin-1-yl-ethoxy)-phenoxy]-benzo[b]thiophen-6-ol), Cl (HCl). Solvent: C(C)(=O)OCC (ethyl acetate), C(C)OCC (diethyl ether), C(C)OCC (diethyl ether). Yields the product Cl.CS(=O)(=O)C1=CC=C(C=C1)C1=C(C2=C(S1)C=C(C=C2)O)OC2=CC=C(C=C2)OCCN2CCCCC2 (2-(4-Methanesulfonyl-phenyl)-3-[4-(2-piperidin-1-yl-ethoxy)-phenoxy]-benzo[b]thiophen-6-ol Hydrochloride). Yield: 38.0%. Reaction SMILES: [CH3:1][S:2]([C:5]1[CH:10]=[CH:9][C:8]([C:11]2[S:15][C:14]3[CH:16]=[C:17]([OH:20])[CH:18]=[CH:19][C:13]=3[C:12]=2[O:21][C:22]2[CH:27]=[CH:26][C:25]([O:28][CH2:29][CH2:30][N:31]3[CH2:36][CH2:35][CH2:34][CH2:33][CH2:32]3)=[CH:24][CH:23]=2)=[CH:7][CH:6]=1)(=[O:4])=[O:3].[ClH:37]>C(OCC)(=O)C.C(OCC)C>[ClH:37].[CH3:1][S:2]([C:5]1[CH:6]=[CH:7][C:8]([C:11]2[S:15][C:14]3[CH:16]=[C:17]([OH:20])[CH:18]=[CH:19][C:13]=3[C:12]=2[O:21][C:22]2[CH:27]=[CH:26][C:25]([O:28][CH2:29][CH2:30][N:31]3[CH2:36][CH2:35][CH2:34][CH2:33][CH2:32]3)=[CH:24][CH:23]=2)=[CH:9][CH:10]=1)(=[O:3])=[O:4] |f:4.5|. Procedure details: Dissolve the compound of Example 91 (50 mg, 0.09 mmol) in ethyl acetate (1 mL), dilute with diethyl ether (5 mL), and immediately place into an ice bath and add 2M HCl in diethyl ether (0.07 mL). Collect the precipitate on filter paper and rinse with diethyl ether. Dry the solid in a vacuum oven overnight at 60° C. to give 19 mg of the title compound (38%): mass spectrum (ion spray): m/z=524 (M+H). Reactants: Cl (hydrochloric acid), COCCCC1=CC=C(C=C1)N1C(C2(CCC3(OCCO3)CC2)CC1)=O (10-[4-(3-Methoxy-propyl)-phenyl]-1,4-dioxa-10-aza-dispiro[4.2.4.2]tetradecan-9-one), ice water. Run in O1CCCC1 (tetrahydrofuran). Run at time 3 hour. Yields the product COCCCC1=CC=C(C=C1)N1C(C2(CC1)CCC(CC2)=O)=O (2-[4-(3-Methoxy-propyl)-phenyl]-2-aza-spiro[4.5]decane-1,8-dione). The yield is 31.7%. RXN SMILES: [CH3:1][O:2][CH2:3][CH2:4][CH2:5][C:6]1[CH:11]=[CH:10][C:9]([N:12]2[CH2:25][CH2:24][C:14]3([CH2:23][CH2:22][C:17]4(OCC[O:18]4)[CH2:16][CH2:15]3)[C:13]2=[O:26])=[CH:8][CH:7]=1.Cl>O1CCCC1>[CH3:1][O:2][CH2:3][CH2:4][CH2:5][C:6]1[CH:7]=[CH:8][C:9]([N:12]2[CH2:25][CH2:24][C:14]3([CH2:15][CH2:16][C:17](=[O:18])[CH2:22][CH2:23]3)[C:13]2=[O:26])=[CH:10][CH:11]=1. Procedure details: 10-[4-(3-Methoxy-propyl)-phenyl]-1,4-dioxa-10-aza-dispiro[4.2.4.2]tetradecan-9-one (460 mg, obtained in example 130, step 3) was dissolved in tetrahydrofuran (12 mL). Then hydrochloric acid (2M, 6.40 mL) was added dropwise over a period of 10 minutes and the mixture was stirred for 3 hours at RT. The reaction mixture was poured into ice/water and was extracted two times with ethyl acetate. The combined organic layers were washed with brine, dried over Na2SO4, filtered and the solvent was evapora... Starting materials: FC1=C(C#N)C=CC(=C1)O (2-fluoro-4-hydroxy-benzonitrile), Cl (hydrochloric acid). The reagents and catalysts are [OH-].[Pd+2].[OH-] (palladium hydroxide). The solvent is C(C)O (ethanol). Yields the product Cl.NCC1=C(C=C(C=C1)O)F (4-aminomethyl-3-fluoro phenol hydrochloride). Reaction SMILES: [F:1][C:2]1[CH:9]=[C:8]([OH:10])[CH:7]=[CH:6][C:3]=1[C:4]#[N:5].[ClH:11]>[OH-].[Pd+2].[OH-].C(O)C>[ClH:11].[NH2:5][CH2:4][C:3]1[CH:6]=[CH:7][C:8]([OH:10])=[CH:9][C:2]=1[F:1] |f:2.3.4,6.7|. Reported procedure: A mixture of 2-fluoro-4-hydroxy-benzonitrile (6 g, 43.8 mmol), palladium hydroxide (600 mg), ethanol (60 ml) and 2N hydrochloric acid (6 ml) was hydrogenated (60 psi) for 18 hours. The mixture was filtered through Arbocel® and the filter cake was washed with methanol and the filtrates were evaporated in-vacuo. The residue was triturated with diethylether to give 4-aminomethyl-3-fluoro phenol hydrochloride (4.71 g). The reactants are O=C(O)COc1ccccc1, C#Cc1cccc(N)c1. The reagents and catalysts are [B-](F)(F)(F)F.CN(C)C(=[N+](C)C)ON1C(=O)C2=CC=CC=C2N=N1 (TDBTU), CCN(C(C)C)C(C)C (DIPEA). Solvent: CN(C)C=O (DMF), CN(C)C=O (DMF), CN(C)C=O (DMF), CN(C)C=O (DMF), CN(C)C=O (DMF), CN(C)C=O (DMF). Reaction conditions: temperature 25 celsius, time 2 hour. The product is C#Cc1cccc(NC(=O)COc2ccccc2)c1. Isolated yield 87.8%. RXN SMILES: C#Cc1cccc(N)c1.O=C(O)COc1ccccc1.[B-](F)(F)(F)F.CN(C)C(=[N+](C)C)ON1C(=O)C2=CC=CC=C2N=N1.CCN(C(C)C)C(C)C.CN(C)C=O>>C#Cc1cccc(NC(=O)COc2ccccc2)c1. Starting materials: C(N)(=O)C1=C2CCN(C2=CC(=C1)C1=CC=NC=C1)C([C@H](CC1=CC=CC=C1)NC(OC(C)(C)C)=O)=O ((S)-tert-Butyl 1-(4-carbamoyl-6-(pyridin-4-yl)indolin-1-yl)-1-oxo-3-phenylpropan-2-ylcarbamate), C(=O)(C(F)(F)F)O (TFA). The solvent is C(Cl)Cl (DCM). Run at time 12 hour. Yields the product N[C@H](C(=O)N1CCC=2C(=CC(=CC12)C1=CC=NC=C1)C(=O)N)CC1=CC=CC=C1 ((S)-1-(2-amino-3-phenylpropanoyl)-6-(pyridin-4-yl)indoline-4-carboxamide). Isolated yield 82.0%. RXN SMILES: [C:1]([C:4]1[CH:12]=[C:11]([C:13]2[CH:18]=[CH:17][N:16]=[CH:15][CH:14]=2)[CH:10]=[C:9]2[C:5]=1[CH2:6][CH2:7][N:8]2[C:19](=[O:36])[C@@H:20]([NH:28]C(=O)OC(C)(C)C)[CH2:21][C:22]1[CH:27]=[CH:26][CH:25]=[CH:24][CH:23]=1)(=[O:3])[NH2:2].C(O)(C(F)(F)F)=O>C(Cl)Cl>[NH2:28][C@@H:20]([CH2:21][C:22]1[CH:23]=[CH:24][CH:25]=[CH:26][CH:27]=1)[C:19]([N:8]1[C:9]2[CH:10]=[C:11]([C:13]3[CH:18]=[CH:17][N:16]=[CH:15][CH:14]=3)[CH:12]=[C:4]([C:1]([NH2:2])=[O:3])[C:5]=2[CH2:6][CH2:7]1)=[O:36]. Procedure details: To a 20 ml vial was added crude (S)-tert-butyl 1-(4-carbamoyl-6-(pyridin-4-yl)indolin-1-yl)-1-oxo-3-phenylpropan-2-ylcarbamate 60.B (75 mg, 0.1 mmole), 20 ml of DCM and 10 ml of TFA. The reaction was stirred at room temperature for 12 hours at which time the crude was partitioned between 600 ml DCM and 100 ml saturated sodium carbonate. The organic layer was extracted once more with 100 ml of water, the organic layer dried with sodium sulfate and the solvent removed to give (S)-1-(2-amino-3-phen... The reactants are COC(=O)CBr, Cc1cc2c(O)cccc2n1Cc1cccc2ccccc12. Yields the product COC(=O)COc1cccc2c1cc(C)n2Cc1cccc2ccccc12. As a reaction SMILES: [Br:23][CH2:24][C:25](=[O:26])[O:27][CH3:28].[OH:1][c:2]1[c:3]2[cH:4][c:5]([CH3:22])[n:6]([CH2:11][c:12]3[cH:13][cH:14][cH:15][c:16]4[cH:17][cH:18][cH:19][cH:20][c:21]34)[c:7]2[cH:8][cH:9][cH:10]1>>[O:1]([c:2]1[c:3]2[cH:4][c:5]([CH3:22])[n:6]([CH2:11][c:12]3[cH:13][cH:14][cH:15][c:16]4[cH:17][cH:18][cH:19][cH:20][c:21]34)[c:7]2[cH:8][cH:9][cH:10]1)[CH2:24][C:25](=[O:26])[O:27][CH3:28].